This data is from the Open Reaction Database (ORD), a public repository of structured organic reaction records. The task is: describe an organic reaction: reactants, conditions, products, and yield The reactants are CCOC(=O)C(Cc1ccc(OCCCCOc2ccc(-c3ccccc3)cc2)cc1)OC, [Li+], [OH-]. Product: COC(Cc1ccc(OCCCCOc2ccc(-c3ccccc3)cc2)cc1)C(=O)O. As a reaction SMILES: [CH2:1]([CH3:2])[O:3][C:4]([CH:5]([CH2:6][c:7]1[cH:8][cH:9][c:10]([O:13][CH2:14][CH2:15][CH2:16][CH2:17][O:18][c:19]2[cH:20][cH:21][c:22](-[c:25]3[cH:26][cH:27][cH:28][cH:29][cH:30]3)[cH:23][cH:24]2)[cH:11][cH:12]1)[O:31][CH3:32])=[O:33].[Li+:35].[OH-:34]>>[O:3]=[C:4]([CH:5]([CH2:6][c:7]1[cH:8][cH:9][c:10]([O:13][CH2:14][CH2:15][CH2:16][CH2:17][O:18][c:19]2[cH:20][cH:21][c:22](-[c:25]3[cH:26][cH:27][cH:28][cH:29][cH:30]3)[cH:23][cH:24]2)[cH:11][cH:12]1)[O:31][CH3:32])[OH:33]. Starting materials: ONC(C(CS(=O)(=O)C1=CC=C(C=C1)OC1=CC=CC=C1)(C)O)=O (N,2-dihydroxy-2-methyl-3-[(4-phenoxyphenyl)sulfonyl]propanamide), C(C)(C)O (isopropyl alcohol). The solvent is C(C)O (ethanol). Yields the product ONC([C@@](CS(=O)(=O)C1=CC=C(C=C1)OC1=CC=CC=C1)(C)O)=O ((R)—N,2-dihydroxy-2-methyl-3-[(4-phenoxyphenyl)sulfonyl]-propanamide). The yield is 40.9%. RXN SMILES: [OH:1][NH:2][C:3](=[O:24])[C:4]([OH:23])([CH3:22])[CH2:5][S:6]([C:9]1[CH:14]=[CH:13][C:12]([O:15][C:16]2[CH:21]=[CH:20][CH:19]=[CH:18][CH:17]=2)=[CH:11][CH:10]=1)(=[O:8])=[O:7].C(O)(C)C>C(O)C>[OH:1][NH:2][C:3](=[O:24])[C@:4]([OH:23])([CH3:22])[CH2:5][S:6]([C:9]1[CH:10]=[CH:11][C:12]([O:15][C:16]2[CH:17]=[CH:18][CH:19]=[CH:20][CH:21]=2)=[CH:13][CH:14]=1)(=[O:7])=[O:8]. Procedure details: A solution of N,2-dihydroxy-2-methyl-3-[(4-phenoxyphenyl)sulfonyl]propanamide (20 g) in ethanol (1500 mL) was sequentially injected in 12 mL portions onto a Prochrom column (50 mm I.D., 36 mm bed length) packed with Chiralpak AD. The mobile phase used was 30% isopropyl alcohol/70% heptane. Fractions were collected automatically and pooled. The second eluting peak was collected and the appropriate fractions were combined to provide the title compound (8.176 g). HPLC purity: 92%. Reported procedure: To a solution of tert-butyl 2-(((5-(N′-hydroxycarbamimidoyl)pyridin-2-yl)methyl)(methyl)amino)acetate (0.750 g; 2.55 mmol) and Intermediate A1 (0.654 mg; 2.55 mmol) in MeCN (9 mL) was added EDC (0.538 g; 2.81 mmol). The reaction mixture was stirred at ambient temperature for 18 h. The reaction mixture was diluted with pyridine (9 mL) and heated at 150° C. in the microwave for 30 minutes. The solvent was removed in vacuo and the residue dissolved in DCM. The mixture was washed with water and the ... Yields the product COCC1=C(C=CC(=C1)C1=NC(=NO1)C=1C=CC(=NC1)CN(CC(=O)OC(C)(C)C)C)C1=C(C=CC=C1)C (tert-butyl N-[(5-{5-[2-(methoxymethyl)-2′-methylbiphenyl-4-yl]-1,2,4-oxadiazol-3-yl}pyridin-2-yl)methyl]-N-methylglycinate). As a reaction SMILES: [OH:1][N:2]=[C:3]([C:5]1[CH:6]=[CH:7][C:8]([CH2:11][N:12]([CH3:21])[CH2:13][C:14]([O:16][C:17]([CH3:20])([CH3:19])[CH3:18])=[O:15])=[N:9][CH:10]=1)[NH2:4].Br[C:23]1[CH:32]=[CH:31][C:26]([C:27]([O:29][CH3:30])=O)=[CH:25][C:24]=1[CH2:33]OC.[CH2:36](Cl)[CH2:37]Cl>CC#N.N1C=CC=CC=1>[CH3:30][O:29][CH2:27][C:26]1[CH:25]=[C:24]([C:33]2[O:1][N:2]=[C:3]([C:5]3[CH:6]=[CH:7][C:8]([CH2:11][N:12]([CH3:21])[CH2:13][C:14]([O:16][C:17]([CH3:18])([CH3:20])[CH3:19])=[O:15])=[N:9][CH:10]=3)[N:4]=2)[CH:23]=[CH:32][C:31]=1[C:8]1[CH:7]=[CH:6][CH:5]=[CH:3][C:36]=1[CH3:37]. Reaction conditions: time 18 hour. Reactants: ON=C(N)C=1C=CC(=NC1)CN(CC(=O)OC(C)(C)C)C (tert-butyl 2-(((5-(N′-hydroxycarbamimidoyl)pyridin-2-yl)methyl)(methyl)amino)acetate), BrC1=C(C=C(C(=O)OC)C=C1)COC (methyl 4-bromo-3-(methoxymethyl)benzoate), C(CCl)Cl (EDC). The solvent is N1=CC=CC=C1 (pyridine), CC#N (MeCN). Reactants: COc1ccc(C(=O)Cc2c(Cl)cncc2Cl)cc1OC, CC(C(=O)Cl)c1ccccc1. Yields the product COc1ccc(C(=Cc2c(Cl)cncc2Cl)OC(=O)C(C)c2ccccc2)cc1OC. As a reaction SMILES: [Cl:12][c:13]1[cH:14][n:15][cH:16][c:17]([Cl:32])[c:18]1[CH2:19][C:20](=[O:21])[c:22]1[cH:23][c:24]([O:30][CH3:31])[c:25]([O:28][CH3:29])[cH:26][cH:27]1.[c:1]1([CH:7]([C:8](=[O:9])[Cl:10])[CH3:11])[cH:2][cH:3][cH:4][cH:5][cH:6]1>>[c:1]1([CH:7]([C:8](=[O:9])[O:21][C:20](=[CH:19][c:18]2[c:13]([Cl:12])[cH:14][n:15][cH:16][c:17]2[Cl:32])[c:22]2[cH:23][c:24]([O:30][CH3:31])[c:25]([O:28][CH3:29])[cH:26][cH:27]2)[CH3:11])[cH:2][cH:3][cH:4][cH:5][cH:6]1. Starting materials: CC(C)(C)OC(=O)n1ccc2cc(Br)ccc21, Cc1ccccc1, CCO, [Cl-], [Na+], [Na+], [Na+], O=C([O-])[O-], c1ccc(P(c2ccccc2)(c2ccccc2)[Pd](P(c2ccccc2)(c2ccccc2)c2ccccc2)(P(c2ccccc2)(c2ccccc2)c2ccccc2)P(c2ccccc2)(c2ccccc2)c2ccccc2)cc1, OB(O)c1ccncc1. Yields the product CC(C)(C)OC(=O)n1ccc2cc(-c3ccncc3)ccc21. As a reaction SMILES: [Br:10][c:11]1[cH:12][c:13]2[cH:14][cH:15][n:16]([C:20](=[O:21])[O:22][C:23]([CH3:24])([CH3:25])[CH3:26])[c:17]2[cH:18][cH:19]1.[CH3:112][c:113]1[cH:114][cH:115][cH:116][cH:117][cH:118]1.[CH3:119][CH2:120][OH:121].[Cl-:34].[Na+:27].[Na+:28].[Na+:33].[O-:29][C:30](=[O:31])[O-:32].[cH:35]1[cH:36][cH:37][c:38]([P:39]([Pd:40]([P:41]([c:42]2[cH:43][cH:44][cH:45][cH:46][cH:47]2)([c:48]2[cH:49][cH:50][cH:51][cH:52][cH:53]2)[c:54]2[cH:55][cH:56][cH:57][cH:58][cH:59]2)([P:60]([c:61]2[cH:62][cH:63][cH:64][cH:65][cH:66]2)([c:67]2[cH:68][cH:69][cH:70][cH:71][cH:72]2)[c:73]2[cH:74][cH:75][cH:76][cH:77][cH:78]2)[P:79]([c:80]2[cH:81][cH:82][cH:83][cH:84][cH:85]2)([c:86]2[cH:87][cH:88][cH:89][cH:90][cH:91]2)[c:92]2[cH:93][cH:94][cH:95][cH:96][cH:97]2)([c:98]2[cH:99][cH:100][cH:101][cH:102][cH:103]2)[c:104]2[cH:105][cH:106][cH:107][cH:108][cH:109]2)[cH:110][cH:111]1.[n:1]1[cH:2][cH:3][c:4]([B:7]([OH:8])[OH:9])[cH:5][cH:6]1>>[n:1]1[cH:2][cH:3][c:4](-[c:11]2[cH:12][c:13]3[cH:14][cH:15][n:16]([C:20](=[O:21])[O:22][C:23]([CH3:24])([CH3:25])[CH3:26])[c:17]3[cH:18][cH:19]2)[cH:5][cH:6]1. Reactants: CC1=C(N)C(=CC=C1)C (2,6-dimethylaniline), C([O-])([O-])=O.[K+].[K+] (potassium carbonate), BrC(C=NOC)C (2-bromo-1-methoxyimino-propane). Solvent: CN(C=O)C (dimethylformamide). Yields the product CC1=C(N)C(=CC=C1)C (2,6-dimethylaniline), CON=CC(C)NC1=C(C=CC=C1C)C (N-(1-methoxyimino-prop-2-yl)-2,6-dimethylaniline). The yield is 72.4%. As a reaction SMILES: [CH3:1][C:2]1[CH:8]=[CH:7][CH:6]=[C:5]([CH3:9])[C:3]=1[NH2:4].C(=O)([O-])[O-].[K+].[K+].Br[CH:17]([CH3:22])[CH:18]=[N:19][O:20][CH3:21]>CN(C)C=O>[CH3:1][C:2]1[CH:8]=[CH:7][CH:6]=[C:5]([CH3:9])[C:3]=1[NH2:4].[CH3:21][O:20][N:19]=[CH:18][CH:17]([NH:4][C:3]1[C:5]([CH3:9])=[CH:6][CH:7]=[CH:8][C:2]=1[CH3:1])[CH3:22] |f:1.2.3|. Procedure details: 42.4 g (0.35 mol) of 2,6-dimethylaniline and 25 g (0.17 mol) of powdered potassium carbonate in 100 ml of dimethylformamide were heated to 80° C., whilst stirring, and 29 g (0.17 mol) of 2-bromo-1-methoxyimino-propane were added dropwise. During this addition, the temperature rose to 95° C. The mixture was stirred for a further 2 hours at 80° C., the inorganic salt was filtered off and the filtrate was distilled. After distilling off the solvent and the excess 2,6-dimethylaniline, 25.4 g (72.5% ... Yields the product CNC(=O)C1=NNC2=CC=C(C=C12)N (5-Amino-1H-indazole-3-carboxylic acid methylamide). Reagents/catalysts: [Pd] (palladium on carbon). Reported procedure: To a suspension of compound 55 (65 mg) in 5 mL of methanol was added catalytic amount of 5% palladium on carbon. The mixture was stirred under a hydrogen atmosphere at room temperature for 4 hrs and filtered through celite. The filtrate was concentrated to afford compound 56 (59 mg). Isolated yield 105.1%. Solvent: CO (methanol). Starting materials: CNC(=O)C1=NNC2=CC=C(C=C12)[N+](=O)[O-] (5-Nitro-1H-indazole-3-carboxylic acid methylamide). Reaction SMILES: [CH3:1][NH:2][C:3]([C:5]1[C:13]2[C:8](=[CH:9][CH:10]=[C:11]([N+:14]([O-])=O)[CH:12]=2)[NH:7][N:6]=1)=[O:4]>CO.[Pd]>[CH3:1][NH:2][C:3]([C:5]1[C:13]2[C:8](=[CH:9][CH:10]=[C:11]([NH2:14])[CH:12]=2)[NH:7][N:6]=1)=[O:4]. Conditions: time 4 hour.